describe an organic reaction: reactants, conditions, products, and yield From a dataset of the Open Reaction Database (ORD), a public repository of structured organic reaction records. Reactants: C(N)(=N)C=1C=C(C=CC1)/C(=C(\C(=O)NCC(=O)OC)/F)/CC1=CC=C(C=C1)C1=C(C=CC=C1)S(N)(=O)=O (methyl 2-{(2E)-3-(3-amidinophenyl)-2-fluoro-N-[4-(2-sulfamoylphenyl)phenyl]but-2-enoylamino}acetate), [OH-].[Li+] (lithium hydroxide). The solvent is CO (methanol). Reaction conditions: time 4 hour. The product is C(N)(=N)C=1C=C(C=CC1)/C(=C(\C(=O)NCC(=O)O)/F)/CC1=CC=C(C=C1)C1=C(C=CC=C1)S(N)(=O)=O (2-{(2E)-3-(3-amidinophenyl)-2-fluoro-N-[4-(2-sulfamoylphenyl)phenyl]but-2-enoylamino}acetic acid). Isolated yield 72.2%. As a reaction SMILES: [C:1]([C:4]1[CH:5]=[C:6](/[C:10](/[CH2:21][C:22]2[CH:27]=[CH:26][C:25]([C:28]3[CH:33]=[CH:32][CH:31]=[CH:30][C:29]=3[S:34](=[O:37])(=[O:36])[NH2:35])=[CH:24][CH:23]=2)=[C:11](/[F:20])\[C:12]([NH:14][CH2:15][C:16]([O:18]C)=[O:17])=[O:13])[CH:7]=[CH:8][CH:9]=1)(=[NH:3])[NH2:2].[OH-].[Li+]>CO>[C:1]([C:4]1[CH:5]=[C:6](/[C:10](/[CH2:21][C:22]2[CH:27]=[CH:26][C:25]([C:28]3[CH:33]=[CH:32][CH:31]=[CH:30][C:29]=3[S:34](=[O:36])(=[O:37])[NH2:35])=[CH:24][CH:23]=2)=[C:11](/[F:20])\[C:12]([NH:14][CH2:15][C:16]([OH:18])=[O:17])=[O:13])[CH:7]=[CH:8][CH:9]=1)(=[NH:2])[NH2:3] |f:1.2|. Procedure details: To a solution of methyl 2-{(2E)-3-(3-amidinophenyl)-2-fluoro-N-[4-(2-sulfamoylphenyl)phenyl]but-2-enoylamino}acetate (100 mg, 0.19 mmol) in 5 ml methanol was added a 0.5N lithium hydroxide solution (1 ml, 0.5 mmol). The reaction was stirred at room temperature for 4 hours then concentrated and purified on a 2×25 cm Vydac C18 HPLC column to give 2-{(2E)-3-(3-amidinophenyl)-2-fluoro-N-[4-(2-sulfamoylphenyl)phenyl]but-2-enoylamino}acetic acid (70 mg, 71%) as a fluffy white powder after lyophilizati... Reactants: ClC1=NC=CC(=N1)C=1C(=NN2C1C=CC=C2)C=2C=C(C=CC2)NC(C2=C(C=CC=C2F)F)=O (N-{3-[3-(2-chloro-4-pyrimidinyl)pyrazolo[1,5-a]pyridin-2-yl]phenyl}-2,6-difluorobenzamide), N1N=C(C=C1)C1=CC=C(N)C=C1.NC1=CC=C(C=C1)C(CC1=CC=CC=C1)=O (1-(4-aminophenyl)-2-phenylethanone 4-(1H-pyrazol-3-yl)aniline). The product is C1NCCC2=CC=C(C=C12)NC1=NC=CC(=N1)C=1C(=NN2C1C=CC=C2)C=2C=C(C=CC2)NC(C2=CC=CC=C2)=O (N-(3-{3-[2-(1,2,3,4-tetrahydro-7-isoquinolinylamino)-4-pyrimidinyl]-pyrazolo[1,5-a]pyridin-2-yl}phenyl)benzamide). RXN SMILES: Cl[C:2]1[N:7]=[C:6]([C:8]2[C:9]([C:17]3[CH:18]=[C:19]([NH:23][C:24](=[O:33])[C:25]4[C:30](F)=[CH:29][CH:28]=[CH:27][C:26]=4F)[CH:20]=[CH:21][CH:22]=3)=[N:10][N:11]3[CH:16]=[CH:15][CH:14]=[CH:13][C:12]=23)[CH:5]=[CH:4][N:3]=1.N1C=[CH:37][C:36]([C:39]2[CH:45]=[CH:44][C:42]([NH2:43])=[CH:41][CH:40]=2)=N1.[NH2:46][C:47]1C=CC(C(=O)CC2C=CC=CC=2)=CC=1>>[CH2:47]1[C:40]2[C:39](=[CH:45][CH:44]=[C:42]([NH:43][C:2]3[N:7]=[C:6]([C:8]4[C:9]([C:17]5[CH:18]=[C:19]([NH:23][C:24](=[O:33])[C:25]6[CH:30]=[CH:29][CH:28]=[CH:27][CH:26]=6)[CH:20]=[CH:21][CH:22]=5)=[N:10][N:11]5[CH:16]=[CH:15][CH:14]=[CH:13][C:12]=45)[CH:5]=[CH:4][N:3]=3)[CH:41]=2)[CH2:36][CH2:37][NH:46]1 |f:1.2|. Procedure: The title compound was prepared from N-{3-[3-(2-chloro-4-pyrimidinyl)pyrazolo[1,5-a]pyridin-2-yl]phenyl}-2,6-difluorobenzamide and 1-(4-aminophenyl)-2-phenylethanone 4-(1H-pyrazol-3-yl)aniline by a procedure similar to Example 64. 1H NMR (400 MHz, DMSO-d6) δ 4.32 (s, 2H), 6.70 (d, 1H, J=5.2 Hz), 7.17-7.37 (m, 8H), 7.42 (d, 1H, J=7.7 Hz), 7.51-7.65 (m, 3H), 7.86 (d, 1H, J=8.8 Hz), 7.92 (d, 2H, J=9.0 Hz), 8.00 (d, 2H, J=8.8 Hz), 8.06 (s, 1H), 8.40 (d, 1H, J=5.4 Hz), 8.53 (d, 1H, J=9.0 Hz), 8.91 (d...